From a dataset of the Open Reaction Database (ORD), a public repository of structured organic reaction records. describe an organic reaction: reactants, conditions, products, and yield Reactants: C(C)(C)(C)C1=C(C=CC=C1)N1C2=CC=CC=C2C=2C=CCC(C12)=O (N-(t-butylphenyl) carbazolone), C(C)(C)(C)C1=C(C=CC=C1)N1C2=CC=CC=C2C=2C=CCC(C12)=O (N-(t-butylphenyl) carbazolone). Reagents/catalysts: [Pd] (Pd/C). The solvent is C1(=CC=CC=C1)OC1=CC=CC=C1 (diphenylether). Yields the product C(C)(C)(C)C1=C(C=CC=C1)N1C2=CC=CC=C2C=2C=CC=C(C12)O (N-(t-butylphenyl)hydroxycarbazole). Yield: 84.6%. Reaction SMILES: [C:1]([C:5]1[CH:10]=[CH:9][CH:8]=[CH:7][C:6]=1[N:11]1[C:23]2[C:22](=[O:24])[CH2:21][CH:20]=[CH:19][C:18]=2[C:17]2[C:12]1=[CH:13][CH:14]=[CH:15][CH:16]=2)([CH3:4])([CH3:3])[CH3:2]>[Pd].C1(OC2C=CC=CC=2)C=CC=CC=1>[C:1]([C:5]1[CH:10]=[CH:9][CH:8]=[CH:7][C:6]=1[N:11]1[C:23]2[C:22]([OH:24])=[CH:21][CH:20]=[CH:19][C:18]=2[C:17]2[C:12]1=[CH:13][CH:14]=[CH:15][CH:16]=2)([CH3:4])([CH3:2])[CH3:3]. Procedure: In a 500 ml two-neck flask, N-(t-butylphenyl) carbazolone (Compound F, 13 g) and diphenylether (100 ml) were mixed, and the 10% Pd/C (13 g) was added thereto. This reaction solution was refluxed and stirred for 30 minutes to 1 hour. When the reaction was completed, 80% of diphenylether was removed by distillation under reduced pressure, and a catalyst was removed using celite. The filtrate was washed again with ethylacetate. The filtrate was concentrated under reduced pressure and separated usin... The reactants are 308, NC=1C=C(C(=O)O)C=C(C1OC1=CC=CC=C1)S(N)(=O)=O (3-amino-4-phenoxy-5-sulfamylbenzoic acid), C(=C)C(=O)C (methyl vinyl ketone), CC(=O)C (acetone). Solvent: C(C)O (ethanol). Product: O=C(CCNC=1C=C(C(=O)O)C=C(C1OC1=CC=CC=C1)S(N)(=O)=O)C (3-(γ-Oxobutylamino)-4-phenoxy-5-sulfamylbenzoic acid). As a reaction SMILES: [NH2:1][C:2]1[CH:3]=[C:4]([CH:8]=[C:9]([S:18](=[O:21])(=[O:20])[NH2:19])[C:10]=1[O:11][C:12]1[CH:17]=[CH:16][CH:15]=[CH:14][CH:13]=1)[C:5]([OH:7])=[O:6].[CH:22]([C:24]([CH3:26])=[O:25])=[CH2:23].CC(C)=O>C(O)C>[O:25]=[C:24]([CH3:26])[CH2:22][CH2:23][NH:1][C:2]1[CH:3]=[C:4]([CH:8]=[C:9]([S:18](=[O:21])(=[O:20])[NH2:19])[C:10]=1[O:11][C:12]1[CH:17]=[CH:16][CH:15]=[CH:14][CH:13]=1)[C:5]([OH:7])=[O:6]. Reported procedure: A mixture of 3-amino-4-phenoxy-5-sulfamylbenzoic acid (5 g) and methyl vinyl ketone (5 ml) in ethanol (100 ml) was stirred at reflux for 3 days. After cooling, the product 3-(γ-oxobutylamino)-4-phenoxy-5-sulfamylbenzoic acid was collected to give 5.05 g (82%) in two crops of colorless solid. An analytical sample from aq. acetone had m.p. 215°-215.5°; ir (Nujol) 3400, 3250, 1710, 1695, 1615, 1590, and 1570 cm-1 ; nmr (CDCl3 /d6 -DMSO/D2O-washed) 2.00 (s, CH3), 2.60 (t, CH2), 3.37 (t, CH2), 6.8-7.... Reactants: CC(C)(C)c1cc(C(=O)O)cc(C(C)(C)C)c1, COc1ccc(N)cc1C. The reagents and catalysts are CCN=C=NCCCN(C)C.Cl (EDC-HCl). Run in CN(C)C=O (DMF), CN(C)C=O (DMF), CN(C)C=O (DMF), CN(C)C=O (DMF), CN(C)C=O (DMF), CN(C)C=O (DMF). Conditions: temperature 25 celsius, time 2 hour. Yields the product COc1ccc(NC(=O)c2cc(C(C)(C)C)cc(C(C)(C)C)c2)cc1C. Isolated yield 53.1%. Reaction SMILES: COc1ccc(N)cc1C.CC(C)(C)c1cc(C(=O)O)cc(C(C)(C)C)c1.CCN=C=NCCCN(C)C.Cl.CN(C)C=O>>COc1ccc(NC(=O)c2cc(C(C)(C)C)cc(C(C)(C)C)c2)cc1C. Starting materials: N1C=NC2=C1C=CC(=C2)N (1H-Benzoimidazol-5-ylamine), O1COC2=C1C=CC(=C2)C=O (Benzo[1,3]dioxole-5-carbaldehyde), solution, O([K])C#N (KOCN), Cl.N1=CC=CC=C1 (Pyridinehydrochloride), [N+](#[C-])CCCN1C(CCC1)=O (1-(3-Isocyano-propyl)-pyrrolidin-2-one). Solvent: CO (methanol), CO (MeOH). Reaction conditions: time 48 hour. The product is O1COC2=C1C=CC(=C2)C2C(NC(N2C2=CC1=C(NC=N1)C=C2)=O)=NCCCN2C(CCC2)=O (5-Benzo[1,3]dioxol-5-yl-1-(1H-benzoimidazol-5-yl)-4-(3-(2-oxo-pyrrolidin-1-yl)-propylimino)-imidazolidin-2-one). RXN SMILES: [NH:1]1[C:5]2[CH:6]=[CH:7][C:8]([NH2:10])=[CH:9][C:4]=2[N:3]=[CH:2]1.[O:11]1[C:15]2[CH:16]=[CH:17][C:18]([CH:20]=O)=[CH:19][C:14]=2[O:13][CH2:12]1.[O:22]([C:24]#[N:25])[K].Cl.N1C=CC=CC=1.[N+:33]([CH2:35][CH2:36][CH2:37][N:38]1[CH2:42][CH2:41][CH2:40][C:39]1=[O:43])#[C-:34]>CO>[O:11]1[C:15]2[CH:16]=[CH:17][C:18]([CH:20]3[N:10]([C:8]4[CH:7]=[CH:6][C:5]5[NH:1][CH:2]=[N:3][C:4]=5[CH:9]=4)[C:24](=[O:22])[NH:25][C:34]3=[N:33][CH2:35][CH2:36][CH2:37][N:38]3[CH2:42][CH2:41][CH2:40][C:39]3=[O:43])=[CH:19][C:14]=2[O:13][CH2:12]1 |f:3.4|. Procedure: 1H-Benzoimidazol-5-ylamine (1 mmol) and Benzo[1,3]dioxole-5-carbaldehyde (1 mmol) were combined in methanol (2 ml, dry). After 2 hours 2 ml of a solution of KOCN (KSCN) (2 mmol) and Pyridinehydrochloride (2 mmol) in MeOH is added was added. Finally 1-(3-Isocyano-propyl)-pyrrolidin-2-one (1 mmol) is added. The reaction was stirred at room temperature for 48 h. After evaporation of the solvent the residue was purified with chromatographic methods. Starting materials: CC(=O)[O-], CCSCCC(C)=O, CCO, Cl, NO, [Na+], O, O, O. Product: CCSCCC(C)=NO. Reaction SMILES: [C:12]([O-:13])(=[O:14])[CH3:15].[CH2:1]([CH3:2])[S:3][CH2:4][CH2:5][C:6]([CH3:7])=[O:8].[CH3:20][CH2:21][OH:22].[ClH:17].[NH2:18][OH:19].[Na+:16].[OH2:10].[OH2:11].[OH2:9]>>[CH2:1]([CH3:2])[S:3][CH2:4][CH2:5][C:6]([CH3:7])=[N:18][OH:9]. Reactants: FC=1C=CC=2N(C3=CC=CC=C3C2C1)CCOCCOC (3-fluoro-9-(2-(2-methoxyethoxy)ethyl)-9H-carbazole), C1CC(=O)N(C1=O)Br (NBS). Solvent: C(Cl)(Cl)Cl (chloroform). Run at time 8 hour. The product is BrC=1C=CC=2N(C3=CC=C(C=C3C2C1)F)CCOCCOC (3-Bromo-6-fluoro-9-(2-(2-methoxyethoxy)ethyl)-9H-carbazole). Yield: 84.0%. As a reaction SMILES: [F:1][C:2]1[CH:3]=[CH:4][C:5]2[N:6]([CH2:15][CH2:16][O:17][CH2:18][CH2:19][O:20][CH3:21])[C:7]3[C:12]([C:13]=2[CH:14]=1)=[CH:11][CH:10]=[CH:9][CH:8]=3.C1C(=O)N([Br:29])C(=O)C1>C(Cl)(Cl)Cl>[Br:29][C:10]1[CH:9]=[CH:8][C:7]2[N:6]([CH2:15][CH2:16][O:17][CH2:18][CH2:19][O:20][CH3:21])[C:5]3[C:13]([C:12]=2[CH:11]=1)=[CH:14][C:2]([F:1])=[CH:3][CH:4]=3. Procedure: To a solution of 3-fluoro-9-(2-(2-methoxyethoxy)ethyl)-9H-carbazole (1.06 g, 3.71 mmol) in chloroform (20 ml) was added NBS (0.66 g, 3.71 mmol) batch-wise in an ice-water bath. After complete addition, the reaction mixture was allowed to warm to room temperature slowly and stirred overnight. The reaction mixture was washed with water and brine. The organic layer was dried over anhydrous sodium sulfate and evaporated under reduced pressure to give compound 6 in 84% yield. 1H NMR (400 MHz, CDCl3) ...